Dataset: the Open Reaction Database (ORD), a public repository of structured organic reaction records. Task: describe an organic reaction: reactants, conditions, products, and yield Solvent: O (water). The reactants are ICCCSC1=CC=C(C=C1)NS(=O)(=O)C (N-[4-(3-iodo-1-propylthio)phenyl]methanesulfonamide), C1CCOC1 (THF), CN (methylamine). Reported procedure: A solution of N-[4-(3-iodo-1-propylthio)phenyl]methanesulfonamide (4.8 g, 0.13 mol), THF (28 mL), and 40 wt % methylamine in water (56 mL) was stirred at room temperature for 2 hours. The mixture was concentrated, taken up in 2:1 EtOH/toluene, and concentrated to give 4.9 g (94%) of product as a brown solid m.p. 80°-83° C. As a reaction SMILES: [I:1][CH2:2][CH2:3][CH2:4][S:5][C:6]1[CH:11]=[CH:10][C:9]([NH:12][S:13]([CH3:16])(=[O:15])=[O:14])=[CH:8][CH:7]=1.C1COCC1.[CH3:22][NH2:23]>O>[IH:1].[CH3:22][NH:23][CH2:2][CH2:3][CH2:4][S:5][C:6]1[CH:11]=[CH:10][C:9]([NH:12][S:13]([CH3:16])(=[O:15])=[O:14])=[CH:8][CH:7]=1 |f:4.5|. Yield: 94.0%. The product is I.CNCCCSC1=CC=C(C=C1)NS(=O)(=O)C (N-[4-(3-Methylamino-1-propylthio)phenyl]methanesulfonamide Hydriodide). The reactants are C(C)P(O)(=O)CC(CO)C (ethyl(2-methyl-3-hydroxypropyl)phosphinic acid), [O-]CCCC.[O-]CCCC.[O-]CCCC.[O-]CCCC.[Ti+4] (titanium tetrabutoxide). Run in C1(=CC=CC=C1)C (toluene). Product: [Ti+4].C(C)P([O-])(=O)CC(CO)C.C(C)P([O-])(=O)CC(CO)C.C(C)P([O-])(=O)CC(CO)C.C(C)P([O-])(=O)CC(CO)C (ethyl(2-methyl-3-hydroxypropyl)phosphinic acid titanium salt). The yield is 91.0%. RXN SMILES: [CH2:1]([P:3]([CH2:6][CH:7]([CH3:10])[CH2:8][OH:9])(=[O:5])[OH:4])[CH3:2].[O-]CCCC.[O-]CCCC.[O-]CCCC.[O-]CCCC.[Ti+4:31]>C1(C)C=CC=CC=1>[Ti+4:31].[CH2:1]([P:3]([CH2:6][CH:7]([CH3:10])[CH2:8][OH:9])(=[O:4])[O-:5])[CH3:2].[CH2:1]([P:3]([CH2:6][CH:7]([CH3:10])[CH2:8][OH:9])(=[O:4])[O-:5])[CH3:2].[CH2:1]([P:3]([CH2:6][CH:7]([CH3:10])[CH2:8][OH:9])(=[O:4])[O-:5])[CH3:2].[CH2:1]([P:3]([CH2:6][CH:7]([CH3:10])[CH2:8][OH:9])(=[O:4])[O-:5])[CH3:2] |f:1.2.3.4.5,7.8.9.10.11|. Procedure: 166 g (1 mol) of ethyl(2-methyl-3-hydroxypropyl)phosphinic acid (produced as in Example 13) and 85 g of titanium tetrabutoxide are refluxed in 500 ml of toluene for 40 hours. The resulting butanol is distilled off from time to time with proportions of toluene. The solution formed is subsequently freed of solvent to leave 161 g (91% of theory) of ethyl(2-methyl-3-hydroxypropyl)phosphinic acid titanium salt. The reactants are CC1(OB(OC1(C)C)C1=CNC=C1)C (3-(4,4,5,5-tetramethyl-1,3,2-dioxaborolan-2-yl)-1H-pyrrole), CC1(OB(OC1(C)C)C=1C=NNC1)C (4-(4,4,5,5-tetramethyl-1,3,2-dioxaborolan-2-yl)-1H-pyrazole), C(C1=CC=CC=C1)Br (benzyl bromide). Yields the product C(C1=CC=CC=C1)N1C=C(C=C1)B1OC(C(O1)(C)C)(C)C (1-benzyl-3-(4,4,5,5-tetramethyl-1,3,2-dioxaborolan-2-yl)-1H-pyrrole). As a reaction SMILES: [CH3:1][C:2]1([CH3:14])[C:6]([CH3:8])([CH3:7])[O:5][B:4]([C:9]2[CH:13]=[CH:12][NH:11][CH:10]=2)[O:3]1.CC1(C)C(C)(C)OB(C2C=NNC=2)O1.[CH2:29](Br)[C:30]1[CH:35]=[CH:34][CH:33]=[CH:32][CH:31]=1>>[CH2:29]([N:11]1[CH:12]=[CH:13][C:9]([B:4]2[O:3][C:2]([CH3:14])([CH3:1])[C:6]([CH3:7])([CH3:8])[O:5]2)=[CH:10]1)[C:30]1[CH:35]=[CH:34][CH:33]=[CH:32][CH:31]=1. Procedure details: The title compound was prepared by substituting 3-(4,4,5,5-tetramethyl-1,3,2-dioxaborolan-2-yl)-1H-pyrrole for and 4-(4,4,5,5-tetramethyl-1,3,2-dioxaborolan-2-yl)-1H-pyrazole and benzyl bromide for EXAMPLE 4A in EXAMPLE 4B. RXN SMILES: [CH2:1]([CH2:2][C:3]([CH3:4])=[O:5])[c:6]1[n:7][c:8]([CH2:11][n:12]2[cH:13][n:14][c:15]3[n:16]([CH3:24])[c:17](=[O:23])[n:18]([CH3:19])[c:20](=[O:22])[c:21]23)[n:9][o:10]1.[CH3:25][CH:26]([CH3:27])[NH2:28].[cH:29]1[cH:30][cH:31][cH:32][cH:33][cH:34]1>>[CH2:1]([CH2:2][CH:3]([CH3:4])[NH:28][CH:26]([CH3:25])[CH3:27])[c:6]1[n:7][c:8]([CH2:11][n:12]2[cH:13][n:14][c:15]3[n:16]([CH3:24])[c:17](=[O:23])[n:18]([CH3:19])[c:20](=[O:22])[c:21]23)[n:9][o:10]1. The product is CC(C)NC(C)CCc1nc(Cn2cnc3c2c(=O)n(C)c(=O)n3C)no1. Reactants: CC(=O)CCc1nc(Cn2cnc3c2c(=O)n(C)c(=O)n3C)no1, CC(C)N, c1ccccc1. The reactants are FC=1C=C(C(=O)C2=CNC3=CC=CN=C3C2=O)C=CC1OC (3-(3-Fluoro-4-methoxy-benzoyl)-1H-[1,5]naphthyridin-4-one), BrC1=NC(=CC=C1)CBr (2-bromo-6-bromomethyl-pyridine), CN(C=O)C (N,N dimethylformamide). The product is BrC1=CC=CC(=N1)CN1C=C(C(C2=NC(=CC=C12)C)=O)C(C1=CC(=C(C=C1)OC)F)=O (1-(6-Bromo-pyridin-2-ylmethyl)-3-(3-fluoro-4-methoxy-benzoyl)-6-methyl-1H-[1,5]naphthyridin-4-one). RXN SMILES: [F:1][C:2]1[CH:3]=[C:4]([CH:18]=[CH:19][C:20]=1[O:21][CH3:22])[C:5]([C:7]1[C:16](=[O:17])[C:15]2[C:10](=[CH:11][CH:12]=[CH:13][N:14]=2)[NH:9][CH:8]=1)=[O:6].[Br:23][C:24]1[CH:29]=[CH:28][CH:27]=[C:26]([CH2:30]Br)[N:25]=1.[CH3:32]N(C)C=O>>[Br:23][C:24]1[N:25]=[C:26]([CH2:30][N:9]2[C:10]3[C:15](=[N:14][C:13]([CH3:32])=[CH:12][CH:11]=3)[C:16](=[O:17])[C:7]([C:5](=[O:6])[C:4]3[CH:18]=[CH:19][C:20]([O:21][CH3:22])=[C:2]([F:1])[CH:3]=3)=[CH:8]2)[CH:27]=[CH:28][CH:29]=1. Reported procedure: Experimental conditions analogous to those described for Step 3 of Example 1 were used with 120 mg (0.402 mmol) of 3-(3-Fluoro-4-methoxy-benzoyl)-1H-[1,5]naphthyridin-4-one, 121.1 mg (0.483 mmol) of 2-bromo-6-bromomethyl-pyridine, 19.3 mg (0.483 mmol, 60% dispersion in oil), and 2 mL of N,N dimethylformamide. The crude product was purified by flash column chromatography using a gradient of 20-100% ethyl acetate in hexane and further purified on the reverse phase HPLC with a C18 column, gradient ... Yields the product COCc1nn(-c2cccc(C(F)(F)F)c2)c(C)c1C(=O)N1CCC(N2CCCC2)CC1. The reactants are COCc1nn(-c2cccc(C(F)(F)F)c2)c(C)c1C(=O)O, C1CCN(C2CCNCC2)C1. Reaction SMILES: [CH3:1][O:2][CH2:3][c:4]1[n:5][n:6](-[c:13]2[cH:14][c:15]([C:19]([F:20])([F:21])[F:22])[cH:16][cH:17][cH:18]2)[c:7]([CH3:12])[c:8]1[C:9](=[O:10])[OH:11].[N:23]1([CH:28]2[CH2:29][CH2:30][NH:31][CH2:32][CH2:33]2)[CH2:24][CH2:25][CH2:26][CH2:27]1>>[CH3:1][O:2][CH2:3][c:4]1[n:5][n:6](-[c:13]2[cH:14][c:15]([C:19]([F:20])([F:21])[F:22])[cH:16][cH:17][cH:18]2)[c:7]([CH3:12])[c:8]1[C:9](=[O:10])[N:31]1[CH2:30][CH2:29][CH:28]([N:23]2[CH2:24][CH2:25][CH2:26][CH2:27]2)[CH2:33][CH2:32]1. Reactants: CCOc1cc(C(C)(C)C)ncc1C1=NC(C)(c2ccc(Cl)cc2)C(C)(c2ccc(Cl)cc2)N1C(=O)Cl, CS(=O)(=O)CCCC1CCNCC1, Cl, Cl. Product: CCOc1cc(C(C)(C)C)ncc1C1=NC(C)(c2ccc(Cl)cc2)C(C)(c2ccc(Cl)cc2)N1C(=O)N1CCC(CCCS(C)(=O)=O)CC1. RXN SMILES: [C:1]([CH3:2])([CH3:3])([CH3:4])[c:5]1[cH:6][c:7]([O:35][CH2:36][CH3:37])[c:8]([C:11]2=[N:15][C:14]([CH3:16])([c:17]3[cH:18][cH:19][c:20]([Cl:23])[cH:21][cH:22]3)[C:13]([CH3:24])([c:25]3[cH:26][cH:27][c:28]([Cl:31])[cH:29][cH:30]3)[N:12]2[C:32](=[O:33])[Cl:34])[cH:9][n:10]1.[CH3:40][S:41](=[O:42])(=[O:43])[CH2:44][CH2:45][CH2:46][CH:47]1[CH2:48][CH2:49][NH:50][CH2:51][CH2:52]1.[ClH:38].[ClH:39]>>[C:1]([CH3:2])([CH3:3])([CH3:4])[c:5]1[cH:6][c:7]([O:35][CH2:36][CH3:37])[c:8]([C:11]2=[N:15][C:14]([CH3:16])([c:17]3[cH:18][cH:19][c:20]([Cl:23])[cH:21][cH:22]3)[C:13]([CH3:24])([c:25]3[cH:26][cH:27][c:28]([Cl:31])[cH:29][cH:30]3)[N:12]2[C:32](=[O:33])[N:50]2[CH2:49][CH2:48][CH:47]([CH2:46][CH2:45][CH2:44][S:41]([CH3:40])(=[O:42])=[O:43])[CH2:52][CH2:51]2)[cH:9][n:10]1. The reactants are N([C@@H](C)C(=O)O)C(=O)OC(C)(C)C.C1CN(CCN(CCN(CCN1CC(=O)O)CC(=O)O)C(CCC2=CC=C(C=C2)N)C(=O)O)CC(=O)O (BOC-Ala PA-DOTA). The solvent is FC(C(=O)O)(F)F (trifluoroacetic acid). Product: N[C@@H](C)C(=O)O.C1CN(CCN(CCN(CCN1CC(=O)O)CC(=O)O)C(CCC2=CC=C(C=C2)N)C(=O)O)CC(=O)O (L-Ala PA-DOTA). Reaction SMILES: [NH:1](C(OC(C)(C)C)=O)[C@H:2]([C:4]([OH:6])=[O:5])[CH3:3].[CH2:14]1[N:25]([CH2:26][C:27]([OH:29])=[O:28])[CH2:24][CH2:23][N:22]([CH2:30][C:31]([OH:33])=[O:32])[CH2:21][CH2:20][N:19]([CH:34]([C:44]([OH:46])=[O:45])[CH2:35][CH2:36][C:37]2[CH:42]=[CH:41][C:40]([NH2:43])=[CH:39][CH:38]=2)[CH2:18][CH2:17][N:16]([CH2:47][C:48]([OH:50])=[O:49])[CH2:15]1>FC(F)(F)C(O)=O>[NH2:1][C@H:2]([C:4]([OH:6])=[O:5])[CH3:3].[CH2:14]1[N:25]([CH2:26][C:27]([OH:29])=[O:28])[CH2:24][CH2:23][N:22]([CH2:30][C:31]([OH:33])=[O:32])[CH2:21][CH2:20][N:19]([CH:34]([C:44]([OH:46])=[O:45])[CH2:35][CH2:36][C:37]2[CH:38]=[CH:39][C:40]([NH2:43])=[CH:41][CH:42]=2)[CH2:18][CH2:17][N:16]([CH2:47][C:48]([OH:50])=[O:49])[CH2:15]1 |f:0.1,3.4|. Reported procedure: Crude BOC-Ala-PA-DOTA from above was dissolved in trifluoroacetic acid (3.5 mL) and immediately evaporated to dryness under a stream of dry nitrogen. The solid residue was triturated twice with ether (15 mL) and twice with THF (15 mL) to give L-Ala-PA-DOTA (0.066 g: MF (FAB) m/e 617 (positive ion M+Na). Reactants: C1(CCCCC1)N=C=S (cyclohexyl isothiocyanate), C1(CCCCCC1)N (cycloheptylamine), CCOCC (ether). Run in CCCCCC (Skellysolve B). Product: C1(CCCCCC1)NC(=S)NC1CCCCC1 (N-Cycloheptyl-N'-cyclohexylthiourea). RXN SMILES: [CH:1]1([N:7]=[C:8]=[S:9])[CH2:6][CH2:5][CH2:4][CH2:3][CH2:2]1.[CH:10]1([NH2:17])[CH2:16][CH2:15][CH2:14][CH2:13][CH2:12][CH2:11]1.CCOCC>CCCCCC>[CH:10]1([NH:17][C:8]([NH:7][CH:1]2[CH2:6][CH2:5][CH2:4][CH2:3][CH2:2]2)=[S:9])[CH2:16][CH2:15][CH2:14][CH2:13][CH2:12][CH2:11]1. Procedure: The thiourea is prepared by reacting 14.1 gm. (0.1 mole) of cyclohexyl isothiocyanate and 11.5 gm. (0.1 mole) of cycloheptylamine in 200 ml. of ether for 1.5 hr. at room temperature. Reaction is diluted with an equal volume of Skellysolve B to give 19.5 gm. of product, m.p. 160°-161°.